From a dataset of the Open Reaction Database (ORD), a public repository of structured organic reaction records. describe an organic reaction: reactants, conditions, products, and yield Starting materials: CS(C)=O, C[Si](C)(C)CCCCCCO, C#C, [K+], [OH-]. The product is C=COCCCCCC[Si](C)(C)C. As a reaction SMILES: [CH3:16][S:17]([CH3:18])=[O:19].[CH3:1][Si:2]([CH2:3][CH2:4][CH2:5][CH2:6][CH2:7][CH2:8][OH:9])([CH3:10])[CH3:11].[CH:14]#[CH:15].[K+:13].[OH-:12]>>[CH3:1][Si:2]([CH2:3][CH2:4][CH2:5][CH2:6][CH2:7][CH2:8][O:9][CH:14]=[CH2:15])([CH3:10])[CH3:11]. Reactants: Fc1ccc(Nc2ncnc3c2CN(Cc2ccccc2)CC3)cc1, CO, [OH-], [OH-], [Pd+2]. The product is Fc1ccc(Nc2ncnc3c2CNCC3)cc1. RXN SMILES: [CH2:1]([c:2]1[cH:3][cH:4][cH:5][cH:6][cH:7]1)[N:8]1[CH2:9][c:10]2[c:11]([n:12][cH:13][n:14][c:15]2[NH:16][c:17]2[cH:18][cH:19][c:20]([F:23])[cH:21][cH:22]2)[CH2:24][CH2:25]1.[CH3:26][OH:27].[OH-:28].[OH-:30].[Pd+2:29]>>[NH:8]1[CH2:9][c:10]2[c:11]([n:12][cH:13][n:14][c:15]2[NH:16][c:17]2[cH:18][cH:19][c:20]([F:23])[cH:21][cH:22]2)[CH2:24][CH2:25]1. Starting materials: [N+](=O)([O-])C1=CC=C(C=C2N=C3C(=N2)C=CC=C3N)O1 (2-(5-nitro-furfurylidene)-amino-benzimidazole), ClC=1C=C(C=CC1Cl)N=C=O (3.4-dichlorophenyl-isocyanate). The solvent is C(Cl)(Cl)Cl (chloroform), CN(C=O)C (dimethylformamide), C(Cl)(Cl)Cl (chloroform), CN(C=O)C (dimethylformamide). Yields the product ClC=1C=C(C=CC1Cl)NC(=O)N1C(NC2=C1C=CC=C2N)=CC2=CC=C(O2)[N+](=O)[O-] (1-(3',4'-dichlorophenyl-carbamoyl)-2-(5-nitro-furfurylidene)-amino-benzimidazole). Isolated yield 78.4%. Reaction SMILES: [N+:1]([C:4]1[O:19][C:7]([CH:8]=[C:9]2[N:13]=[C:12]3[CH:14]=[CH:15][CH:16]=[C:17]([NH2:18])[C:11]3=[N:10]2)=[CH:6][CH:5]=1)([O-:3])=[O:2].[Cl:20][C:21]1[CH:22]=[C:23]([N:28]=[C:29]=[O:30])[CH:24]=[CH:25][C:26]=1[Cl:27]>C(Cl)(Cl)Cl.CN(C)C=O>[Cl:20][C:21]1[CH:22]=[C:23]([NH:28][C:29]([N:13]2[C:12]3[CH:14]=[CH:15][CH:16]=[C:17]([NH2:18])[C:11]=3[NH:10][C:9]2=[CH:8][C:7]2[O:19][C:4]([N+:1]([O-:3])=[O:2])=[CH:5][CH:6]=2)=[O:30])[CH:24]=[CH:25][C:26]=1[Cl:27]. Reported procedure: 51.2 g (0.2 moles) 2-(5-nitro-furfurylidene)-amino-benzimidazole are stirred in a mixture of 120 ml of chloroform and 80 ml of dimethylformamide, whereupon 37.6 g (0.2 moles) of powdered 3.4-dichlorophenyl-isocyanate are added. The crystalline reaction mixture is stirred at room temperature for 7 hours while a mixture of 40 ml of dimethylformamide and 60 ml of chloroform are added. The precipitated crystals are filtered off, washed with 100 ml of chloroform and dried in vacuo at 40° C. to 60° C.... Reactants: CC(C)(C)O, C1CCOC1, [O-][Cl+][O-], [K+], [Na+], [Na+], [OH-], O, O=P([O-])(O)O, O=Cc1ccc(-c2ccccc2)s1. The product is O=C(O)c1ccc(-c2ccccc2)s1. Reaction SMILES: [C:31]([OH:32])([CH3:33])([CH3:34])[CH3:35].[CH2:26]1[O:27][CH2:28][CH2:29][CH2:30]1.[Cl+:20]([O-:21])[O-:22].[K+:19].[Na+:23].[Na+:25].[OH-:24].[OH2:36].[P:14](=[O:15])([O-:16])([OH:17])[OH:18].[c:1]1(-[c:7]2[cH:8][cH:9][c:10]([CH:12]=[O:13])[s:11]2)[cH:2][cH:3][cH:4][cH:5][cH:6]1>>[c:1]1(-[c:7]2[cH:8][cH:9][c:10]([C:12](=[O:13])[OH:15])[s:11]2)[cH:2][cH:3][cH:4][cH:5][cH:6]1. The reactants are CO.ClCCl.C(C)(=O)O (methanol dichloromethane acetic acid), COC (methyl ether), COC(COC1=NC=C(C=N1)C(NC1=CC=C(C=C1)F)=O)=O ([5-(4-fluorophenylcarbamoyl)pyrimidin-2-yloxy]acetic acid methyl ester), [OH-].[Na+] (NaOH), [OH-].[Na+] (NaOH). Run in C1CCOC1.CO (THF methanol). The product is FC1=CC=C(C=C1)NC(=O)C=1C=NC(=NC1)OCC(=O)O ([5-(4-Fluorophenylcarbamoyl)pyrimidin-2-yloxy]acetic acid). Isolated yield 16.3%. RXN SMILES: C[O:2][C:3](=[O:22])[CH2:4][O:5][C:6]1[N:11]=[CH:10][C:9]([C:12](=[O:21])[NH:13][C:14]2[CH:19]=[CH:18][C:17]([F:20])=[CH:16][CH:15]=2)=[CH:8][N:7]=1.[OH-].[Na+].CO.ClCCl.C(O)(=O)C.COC>C1COCC1.CO>[F:20][C:17]1[CH:16]=[CH:15][C:14]([NH:13][C:12]([C:9]2[CH:10]=[N:11][C:6]([O:5][CH2:4][C:3]([OH:22])=[O:2])=[N:7][CH:8]=2)=[O:21])=[CH:19][CH:18]=1 |f:1.2,3.4.5,7.8|. Reported procedure: To a solution of [5-(4-fluorophenylcarbamoyl)pyrimidin-2-yloxy]acetic acid methyl ester (prepared above, 82 mg, 0.269 mmol) in THF/methanol (6 mL/0.3 mL) was added 1 N NaOH (0.3 mL, 0.3 mmol). Additional 1 N NaOH aliquots were added after 5 min (0.15 mL), 25 min (0.25 mL), and 2 h (1.0 mL). By thin layer chromatography (15/84/1 methanol/dichloromethane/acetic acid) it appeared that the starting material never disappeared, but LC/MS showed the presence of mostly methyl ether, with some desired ac... The reactants are ClC1=C(C(=O)CC(=O)OCC)C(=CC(=C1F)Cl)F (ethyl (2,4-dichloro-3,6-difluorobenzoyl)acetate), C(OCC)(OCC)OCC (triethyl orthoformate), C(C)(=O)OC(C)=O (acetic anhydride). Yields the product ClC1=C(C(=O)C(C(=O)OCC)=COCC)C(=CC(=C1F)Cl)F (Ethyl 2-(2,4-dichloro-3,6-difluorobenzoyl)-3-ethoxyacrylate). As a reaction SMILES: [Cl:1][C:2]1[C:15]([F:16])=[C:14]([Cl:17])[CH:13]=[C:12]([F:18])[C:3]=1[C:4]([CH2:6][C:7]([O:9][CH2:10][CH3:11])=[O:8])=[O:5].[CH:19](OCC)(OCC)[O:20][CH2:21][CH3:22].C(OC(=O)C)(=O)C>>[Cl:1][C:2]1[C:15]([F:16])=[C:14]([Cl:17])[CH:13]=[C:12]([F:18])[C:3]=1[C:4]([C:6](=[CH:19][O:20][CH2:21][CH3:22])[C:7]([O:9][CH2:10][CH3:11])=[O:8])=[O:5]. Reported procedure: 13.7 g of ethyl (2,4-dichloro-3,6-difluorobenzoyl)acetate are heated under reflux with 10.25 g of triethyl orthoformate and 11.8 g of acetic anhydride for 2 hours. The mixture is then concentrated in vacuo up to a bath temperature of 140° C. and 15.7 g of ethyl 2-(2,4-dichloro-3,6-difluorobenzoyl)-3-ethoxy-acrylate are obtained as an oil, nD25 : 1.5302. Starting materials: ClC(Cl)(Cl)Cl, C[N+](C)(C)Cc1ccccc1, [Cl-], OCCOc1c(Cl)cc(Cl)cc1Cl, O=S(Cl)Cl. Yields the product ClCCOc1c(Cl)cc(Cl)cc1Cl. As a reaction SMILES: [C:30]([Cl:31])([Cl:32])([Cl:33])[Cl:34].[CH2:19]([N+:20]([CH3:21])([CH3:22])[CH3:23])[c:24]1[cH:25][cH:26][cH:27][cH:28][cH:29]1.[Cl-:18].[Cl:1][c:2]1[c:3]([O:4][CH2:5][CH2:6][OH:7])[c:8]([Cl:13])[cH:9][c:10]([Cl:12])[cH:11]1.[S:14]([Cl:15])([Cl:16])=[O:17]>>[Cl:1][c:2]1[c:3]([O:4][CH2:5][CH2:6][Cl:16])[c:8]([Cl:13])[cH:9][c:10]([Cl:12])[cH:11]1.